Dataset: the Open Reaction Database (ORD), a public repository of structured organic reaction records. Task: describe an organic reaction: reactants, conditions, products, and yield The reactants are ClC1=C(C=CC=C1)C(CC(=O)C1=CN(C(C=C1)=O)C)C1=CC(=C(C(=O)N[C@@H]2CC[C@H](CC2)C(=O)O)C=C1)F (trans-4-{4-[1-(2-chloro-phenyl)-3-(1-methyl-6-oxo-1,6-dihydro-pyridin-3-yl)-3-oxo-propyl]-2-fluoro-benzoylamino}-cyclohexanecarboxylic acid), Cl.NO (hydroxylamine hydrochloride), C(=O)(O)[O-].[Na+] (NaHCO3). The product is ClC1=C(C=CC=C1)C(C\C(\C1=CN(C(C=C1)=O)C)=N/O)C1=CC(=C(C(=O)N[C@@H]2CC[C@H](CC2)C(=O)O)C=C1)F (trans-4-{4-[1-(2-Chloro-phenyl)-3-[(E)-hydroxyimino]-3-(1-methyl-6-oxo-1,6-dihydro-pyridin-3-yl)-propyl]-2-fluoro-benzoylamino}-cyclohexanecarboxylic acid). RXN SMILES: [Cl:1][C:2]1[CH:7]=[CH:6][CH:5]=[CH:4][C:3]=1[CH:8]([C:20]1[CH:37]=[CH:36][C:23]([C:24]([NH:26][C@H:27]2[CH2:32][CH2:31][C@H:30]([C:33]([OH:35])=[O:34])[CH2:29][CH2:28]2)=[O:25])=[C:22]([F:38])[CH:21]=1)[CH2:9][C:10]([C:12]1[CH:17]=[CH:16][C:15](=[O:18])[N:14]([CH3:19])[CH:13]=1)=O.Cl.[NH2:40][OH:41].C([O-])(O)=O.[Na+]>>[Cl:1][C:2]1[CH:7]=[CH:6][CH:5]=[CH:4][C:3]=1[CH:8]([C:20]1[CH:37]=[CH:36][C:23]([C:24]([NH:26][C@H:27]2[CH2:32][CH2:31][C@H:30]([C:33]([OH:35])=[O:34])[CH2:29][CH2:28]2)=[O:25])=[C:22]([F:38])[CH:21]=1)[CH2:9]/[C:10](=[N:40]\[OH:41])/[C:12]1[CH:17]=[CH:16][C:15](=[O:18])[N:14]([CH3:19])[CH:13]=1 |f:1.2,3.4|. Procedure details: In analogy to example 151, step 3, trans-4-{4-[1-(2-chloro-phenyl)-3-(1-methyl-6-oxo-1,6-dihydro-pyridin-3-yl)-3-oxo-propyl]-2-fluoro-benzoylamino}-cyclohexanecarboxylic acid was reacted with hydroxylamine hydrochloride in the presence of NaHCO3 to give the title compound containing 13% of the corresponding Z isomer as a colorless solid, MS (ESI+): m/z=552.3 [M+H]+. Starting materials: [Cl-].[Al+3].[Cl-].[Cl-] (aluminum chloride), Cl (HCl), C(CC)(=O)Cl (propionyl chloride), C(CCCCCCCCCCC)C1=CC=CC=C1 (dodecylbenzene). Solvent: C(Cl)(Cl)(Cl)Cl (carbon tetrachloride). The product is C(CCCCCCCCCCC)C1=CC=C(C=C1)C(CC)=O (p-Dodecylpropiophenone). RXN SMILES: [Cl-].[Al+3].[Cl-].[Cl-].[C:5](Cl)(=[O:8])[CH2:6][CH3:7].[CH2:10]([C:22]1[CH:27]=[CH:26][CH:25]=[CH:24][CH:23]=1)[CH2:11][CH2:12][CH2:13][CH2:14][CH2:15][CH2:16][CH2:17][CH2:18][CH2:19][CH2:20][CH3:21].Cl>C(Cl)(Cl)(Cl)Cl>[CH2:10]([C:22]1[CH:23]=[CH:24][C:25]([C:5](=[O:8])[CH2:6][CH3:7])=[CH:26][CH:27]=1)[CH2:11][CH2:12][CH2:13][CH2:14][CH2:15][CH2:16][CH2:17][CH2:18][CH2:19][CH2:20][CH3:21] |f:0.1.2.3|. Procedure: 96.0 g (0.72 moles) of anhydrous aluminum chloride was added to a 1 L flask equipped with a stirrer, thermometer, and an addition funnel. 250 mL of carbon tetrachloride was added followed by 68.4 g (0.74 moles) of propionyl chloride from a pipette. This reaction mixture was cooled to 5°±3° C. and 153.9 g (0.625 mole) of "soft" dodecylbenzene (Dodane S, produced by Monsanto Chemical Co.) was then added over a 3 hour period while the temperature was maintained at 5°±3° C. The reaction was held at ...